Dataset: the Open Reaction Database (ORD), a public repository of structured organic reaction records. Task: describe an organic reaction: reactants, conditions, products, and yield Starting materials: CC(C)=CC (2-methyl-2-butene), ClC1=C(CC=2OC3=C(N2)C=C(C=C3CC=C)Cl)C=CC=C1 (2-(2-chlorobenzyl)-5-chloro-7-allylbenzoxazole), C(CC(C)C)BCCC(C)C (di-iso-amylborane), [OH-].[Na+] (sodium hydroxide), OO (hydrogen peroxide), material. Solvent: C1CCOC1 (THF), C1CCOC1 (THF), ClCCl (dichloromethane), O (water). Conditions: time 16 hour. Yields the product ClC1=C(CC=2OC3=C(N2)C=C(C=C3CCCO)Cl)C=CC=C1 (2-(2-Chlorobenzyl)-5-chloro-7-(3-hydroxy-1-propyl)Benzoxazole). RXN SMILES: [Cl:1][C:2]1[CH:21]=[CH:20][CH:19]=[CH:18][C:3]=1[CH2:4][C:5]1[O:6][C:7]2[C:13]([CH2:14][CH:15]=[CH2:16])=[CH:12][C:11]([Cl:17])=[CH:10][C:8]=2[N:9]=1.C(BCCC(C)C)CC(C)C.CC(=CC)C.[OH-:38].[Na+].OO>C1COCC1.ClCCl.O>[Cl:1][C:2]1[CH:21]=[CH:20][CH:19]=[CH:18][C:3]=1[CH2:4][C:5]1[O:6][C:7]2[C:13]([CH2:14][CH2:15][CH2:16][OH:38])=[CH:12][C:11]([Cl:17])=[CH:10][C:8]=2[N:9]=1 |f:3.4|. Procedure details: A solution of 2-(2-chlorobenzyl)-5-chloro-7-allylbenzoxazole (40 g, 0.126 mol) in THF (63 ml) was added to a solution at 0° C. of di-iso-amylborane prepared in THF from 10.8 g of borane-tetrahydrofuran complex and 19.5 g of 2-methyl-2-butene. The reaction mixture was allowed to warm to room temperature. After 16 hours, the reaction mixture was cooled to 5° C. and 3 N sodium hydroxide (50 ml) was added slowly followed by the slow addition of 30% hydrogen peroxide (50 ml). After 3 hours, the react...